From a dataset of the Open Reaction Database (ORD), a public repository of structured organic reaction records. describe an organic reaction: reactants, conditions, products, and yield Reactants: CC(=O)O[BH-](OC(C)=O)OC(C)=O, O=C([O-])[O-], CCOC(=O)CC1CC(Cc2ccccc2)CCC1=O, CC(=O)O, ClC(Cl)Cl, ClCCCl, NCc1ccccc1, [Na+], [Na+], [Na+]. Yields the product O=C1CC2CC(Cc3ccccc3)CCC2N1Cc1ccccc1. RXN SMILES: [C:33]([O:34][BH-:35]([O:36][C:37](=[O:38])[CH3:39])[O:40][C:41](=[O:42])[CH3:43])(=[O:44])[CH3:45].[C:51](=[O:52])([O-:53])[O-:54].[CH2:1]([O:2][C:4]([CH2:5][CH:6]1[C:7](=[O:3])[CH2:8][CH2:9][CH:10]([CH2:12][c:13]2[cH:14][cH:15][cH:16][cH:17][cH:18]2)[CH2:11]1)=[O:20])[CH3:19].[CH3:21][C:22](=[O:23])[OH:24].[CH:47]([Cl:48])([Cl:49])[Cl:50].[Cl:57][CH2:58][CH2:59][Cl:60].[NH2:25][CH2:26][c:27]1[cH:28][cH:29][cH:30][cH:31][cH:32]1.[Na+:46].[Na+:55].[Na+:56]>>[C:4]1(=[O:20])[CH2:5][CH:6]2[CH:7]([CH2:8][CH2:9][CH:10]([CH2:12][c:13]3[cH:14][cH:15][cH:16][cH:17][cH:18]3)[CH2:11]2)[N:25]1[CH2:26][c:27]1[cH:28][cH:29][cH:30][cH:31][cH:32]1. Reactants: [Cs+], [F-], O=C=Nc1ccccc1, Oc1ccccc1. Yields the product O=C(Nc1ccccc1)Oc1ccccc1. Reaction SMILES: [Cs+:2].[F-:1].[O:3]=[C:4]=[N:5][c:6]1[cH:7][cH:8][cH:9][cH:10][cH:11]1.[OH:12][c:13]1[cH:14][cH:15][cH:16][cH:17][cH:18]1>>[O:3]=[C:4]([NH:5][c:6]1[cH:7][cH:8][cH:9][cH:10][cH:11]1)[O:12][c:13]1[cH:14][cH:15][cH:16][cH:17][cH:18]1. Reactants: Nc1nn2cccnc2c1Br, O=C(O)Cc1ccc(F)cc1. Product: O=C(Cc1ccc(F)cc1)Nc1nn2cccnc2c1Br. As a reaction SMILES: [Br:1][c:2]1[c:3]([NH2:11])[n:4][n:5]2[c:6]1[n:7][cH:8][cH:9][cH:10]2.[F:12][c:13]1[cH:14][cH:15][c:16]([CH2:19][C:20](=[O:21])[OH:22])[cH:17][cH:18]1>>[Br:1][c:2]1[c:3]([NH:11][C:20]([CH2:19][c:16]2[cH:15][cH:14][c:13]([F:12])[cH:18][cH:17]2)=[O:21])[n:4][n:5]2[c:6]1[n:7][cH:8][cH:9][cH:10]2. Starting materials: CI, CO, S=C1NCCN1N=Cc1ccccc1. The product is CSC1=NCCN1N=Cc1ccccc1, I. As a reaction SMILES: [CH3:15][I:16].[CH3:17][OH:18].[CH:1]([c:2]1[cH:3][cH:4][cH:5][cH:6][cH:7]1)=[N:8][N:9]1[C:10](=[S:14])[NH:11][CH2:12][CH2:13]1>>[CH:1]([c:2]1[cH:3][cH:4][cH:5][cH:6][cH:7]1)=[N:8][N:9]1[C:10]([S:14][CH3:15])=[N:11][CH2:12][CH2:13]1.[IH:16]. Reactants: CC(=O)O[BH-](OC(C)=O)OC(C)=O, CC(=O)O, CC(C)=O, CCOC(=O)c1ccc(N2CCCNCC2)s1, [Na+]. Yields the product CCOC(=O)c1ccc(N2CCCN(C(C)C)CC2)s1. As a reaction SMILES: [C:1]([O:2][BH-:3]([O:4][C:11](=[O:5])[CH3:12])[O:6][C:7](=[O:8])[CH3:9])(=[O:10])[CH3:13].[CH3:32][C:33](=[O:34])[OH:35].[CH3:36][C:37](=[O:38])[CH3:39].[N:15]1([c:22]2[cH:23][cH:24][c:25]([C:27](=[O:28])[O:29][CH2:30][CH3:31])[s:26]2)[CH2:16][CH2:17][NH:18][CH2:19][CH2:20][CH2:21]1.[Na+:14]>>[CH:11]([CH3:12])([N:18]1[CH2:17][CH2:16][N:15]([c:22]2[cH:23][cH:24][c:25]([C:27](=[O:28])[O:29][CH2:30][CH3:31])[s:26]2)[CH2:21][CH2:20][CH2:19]1)[CH3:32]. Starting materials: O1C2=C(SCC13CCNCCC3)C(C(C3=CC=CC=C32)=O)=O (spiro[azepane-4,2′-naphtho[1,2-b][1,4]oxathiine]-5′,6′-dione), ClC=1C=C(C(=O)Cl)C=CC1 (3-chlorobenzoyl chloride). Product: ClC=1C=C(C(=O)N2CCC3(CSC4=C(O3)C3=CC=CC=C3C(C4=O)=O)CCC2)C=CC1 (1-(3-chlorobenzoyl)spiro[azepane-4,2′-naphtho[1,2-b][1,4]oxathiine]-5′,6′-dione). RXN SMILES: [O:1]1[C:6]2([CH2:12][CH2:11][CH2:10][NH:9][CH2:8][CH2:7]2)[CH2:5][S:4][C:3]2[C:13](=[O:22])[C:14](=[O:21])[C:15]3[C:20]([C:2]1=2)=[CH:19][CH:18]=[CH:17][CH:16]=3.[Cl:23][C:24]1[CH:25]=[C:26]([CH:30]=[CH:31][CH:32]=1)[C:27](Cl)=[O:28]>>[Cl:23][C:24]1[CH:25]=[C:26]([CH:30]=[CH:31][CH:32]=1)[C:27]([N:9]1[CH2:10][CH2:11][CH2:12][C:6]2([O:1][C:2]3[C:20]4[C:15]([C:14](=[O:21])[C:13](=[O:22])[C:3]=3[S:4][CH2:5]2)=[CH:16][CH:17]=[CH:18][CH:19]=4)[CH2:7][CH2:8]1)=[O:28]. Procedure details: Compound 62 was synthesized using spiro[azepane-4,2′-naphtho[1,2-b][1,4]oxathiine]-5′,6′-dione, 3-chlorobenzoyl chloride and conditions outlined in procedure N. M.p.=98-100° C., 400 MHz 1H NMR (CDCl3) δ: 8.08-8.06 (m, 1H), 7.76-7.66 (m, 2H), 7.52-7.48 (m, 1H), 7.42-7.21 (m, 4H), 3.87-3.86 (m, 1H), 3.67-3.49 (m, 3H), 3.05-2.92 (m, 2H), 2.39-2.17 (m, 4H), 2.04-1.96 (m, 1H), 1.89-1.76 (m, 1H); LCMS: 454 [M+H]. The reactants are C1(=C(C=CC=C1)CC=CC(=O)Cl)C1=CC=CC=C1 (4-Biphenylyl-2-butenoic acid chloride), O1CCCC1 (tetrahydrofuran), C[Mg]Br (methyl magnesium bromide). Solvent: C1(=CC=CC=C1)C (toluene). Run at temperature -30 celsius, time 30 minute. Product: C1(=C(C=CC=C1)CC=CC(C)=O)C1=CC=CC=C1 (p-biphenylyl-2-pentene-4-one). As a reaction SMILES: [C:1]1([C:13]2[CH:18]=[CH:17][CH:16]=[CH:15][CH:14]=2)[CH:6]=[CH:5][CH:4]=[CH:3][C:2]=1[CH2:7][CH:8]=[CH:9][C:10](Cl)=[O:11].O1CCC[CH2:20]1.C[Mg]Br>C1(C)C=CC=CC=1>[C:1]1([C:13]2[CH:18]=[CH:17][CH:16]=[CH:15][CH:14]=2)[CH:6]=[CH:5][CH:4]=[CH:3][C:2]=1[CH2:7][CH:8]=[CH:9][C:10](=[O:11])[CH3:20]. Reported procedure: 10.0 g. (0.039 mole) of crude acid chloride from Example 5, Step (c), is dissolved in 200 ml. of dry tetrahydrofuran and the solution placed in a 500 ml. round bottom flask fitted with a septum inlet and magnetic stirrer, and held under a nitrogen atmosphere. The solution is cooled to -30° C. in a dry ice/isopropanol bath and 19.5 ml (0.039 mole) of a commercial 2M methyl magnesium bromide solution in dry toluene is added, dropwise, over 30 minutes. After the addition is complete, the mixture is... The reactants are C(C)(C)(C)OC(=O)NC1=C(N=C(S1)C1=C(C=CC=C1F)F)C(=O)NC1=C(N(N=C1)C)C1CCC(COC1)NC(OC(C)(C)C)=O (tert-Butyl N-[6-[4-[[5-(tert-butoxycarbonylamino)-2-(2,6-difluorophenyl)thiazole-4-carbonyl]amino]-2-methyl-pyrazol-3-yl]oxepan-3-yl]carbamate), Cl (HCl). Run in O1CCOCC1 (dioxane), CO (methanol). The product is NC1=C(N=C(S1)C1=C(C=CC=C1F)F)C(=O)NC=1C=NN(C1C1COCC(CC1)N)C (5-amino-N-[5-(6-aminooxepan-3-yl)-1-methyl-pyrazol-4-yl]-2-(2,6-difluorophenyl)thiazole-4-carboxamide). The yield is 32.0%. Reaction SMILES: C(OC([NH:8][C:9]1[S:13][C:12]([C:14]2[C:19]([F:20])=[CH:18][CH:17]=[CH:16][C:15]=2[F:21])=[N:11][C:10]=1[C:22]([NH:24][C:25]1[CH:29]=[N:28][N:27]([CH3:30])[C:26]=1[CH:31]1[CH2:37][O:36][CH2:35][CH:34]([NH:38]C(=O)OC(C)(C)C)[CH2:33][CH2:32]1)=[O:23])=O)(C)(C)C.Cl>O1CCOCC1.CO>[NH2:8][C:9]1[S:13][C:12]([C:14]2[C:15]([F:21])=[CH:16][CH:17]=[CH:18][C:19]=2[F:20])=[N:11][C:10]=1[C:22]([NH:24][C:25]1[CH:29]=[N:28][N:27]([CH3:30])[C:26]=1[CH:31]1[CH2:32][CH2:33][CH:34]([NH2:38])[CH2:35][O:36][CH2:37]1)=[O:23]. Reported procedure: tert-Butyl N-[6-[4-[[5-(tert-butoxycarbonylamino)-2-(2,6-difluorophenyl)thiazole-4-carbonyl]amino]-2-methyl-pyrazol-3-yl]oxepan-3-yl]carbamate was stirred with 4N HCl in dioxane (5 mL) and methanol (2 mL) at room temperature for 3 h. The solvent was removed under reduced pressure, basified with saturated NaHCO3, and extracted with ethyl acetate (3×). The combined organic layers were dried over MgSO4 and the solvent removed under reduced pressure and the residue purified by preparative HPLC to af... Reactants: O (water), CCN(C(C)C)C(C)C (Hunig's base), OC1=C(C=CC=C1C1=NC2=C(CNCC2)N1)C1=NC2=C(N1)C=CC(=C2)C(=N)N (2-[2-Hydroxy-3-(4,5,6,7-tetrahydro-3H-imidazo[4,5-c]pyridin-2-yl)-phenyl]-1H-benzoimidazole-5-carboxamidine), Cl.N1(N=CC=C1)C(=N)N (1H-pyrazole-1-carboxamidine hydrochloride). Solvent: C(C)OCC (diethyl ether), CN(C)C=O (DMF). Conditions: temperature 80 celsius, time 15 hour. The product is C(N)(=N)C1=CC2=C(NC(=N2)C=2C(=C(C=CC2)C2=NC3=C(CN(CC3)C(=N)N)N2)O)C=C1 (2-[3-(5-Carbamimidoyl-1H-benzoimidazol-2-yl)-2-hydroxy-phenyl]-3,4,6,7-tetrahydro-imidazo[4,5-c]pyridine-5-carboxamidine), powder. Yield: 75.0%. Reaction SMILES: CCN(C(C)C)C(C)C.[OH:10][C:11]1[C:16]([C:17]2[NH:25][C:20]3[CH2:21][NH:22][CH2:23][CH2:24][C:19]=3[N:18]=2)=[CH:15][CH:14]=[CH:13][C:12]=1[C:26]1[NH:30][C:29]2[CH:31]=[CH:32][C:33]([C:35]([NH2:37])=[NH:36])=[CH:34][C:28]=2[N:27]=1.Cl.[N:39]1([C:44](N)=[NH:45])C=CC=N1.O>CN(C=O)C.C(OCC)C>[C:35]([C:33]1[CH:32]=[CH:31][C:29]2[NH:30][C:26]([C:12]3[C:11]([OH:10])=[C:16]([C:17]4[NH:25][C:20]5[CH2:21][N:22]([C:44]([NH2:45])=[NH:39])[CH2:23][CH2:24][C:19]=5[N:18]=4)[CH:15]=[CH:14][CH:13]=3)=[N:27][C:28]=2[CH:34]=1)(=[NH:37])[NH2:36] |f:2.3|. Procedure details: Hunig's base (0.042 mL, 0.24 mmol) was added to a suspension of 2-[2-Hydroxy-3-(4,5,6,7-tetrahydro-3H-imidazo[4,5-c]pyridin-2-yl)-phenyl]-1H-benzoimidazole-5-carboxamidine 75 (19 mg, 0.04 mmol) and 1H-pyrazole-1-carboxamidine hydrochloride (12 mg, 0.082 mmol) in anhydrous DMF and the mixture was stirred for 12-18 h at 80° C. The mixture was poured into water (15 mL)/diethyl ether (15 mL). The aqueous layer was washed with diethyl ether (3×10 mL) and concentrated to dryness. HPLC purification (2-...